From a dataset of the Open Reaction Database (ORD), a public repository of structured organic reaction records. describe an organic reaction: reactants, conditions, products, and yield Product: CC(C)c1ccc(C[P+](c2ccccc2)(c2ccccc2)c2ccccc2)cc1, [Cl-]. Reaction SMILES: [CH3:31][C:32]#[N:33].[CH:1]([CH3:2])([CH3:3])[c:4]1[cH:5][cH:6][c:7]([CH2:8][Cl:9])[cH:10][cH:11]1.[c:12]1([P:18]([c:19]2[cH:20][cH:21][cH:22][cH:23][cH:24]2)[c:25]2[cH:26][cH:27][cH:28][cH:29][cH:30]2)[cH:13][cH:14][cH:15][cH:16][cH:17]1>>[CH:1]([CH3:2])([CH3:3])[c:4]1[cH:5][cH:6][c:7]([CH2:8][P+:18]([c:12]2[cH:13][cH:14][cH:15][cH:16][cH:17]2)([c:19]2[cH:20][cH:21][cH:22][cH:23][cH:24]2)[c:25]2[cH:26][cH:27][cH:28][cH:29][cH:30]2)[cH:10][cH:11]1.[Cl-:9]. The reactants are CC#N, CC(C)c1ccc(CCl)cc1, c1ccc(P(c2ccccc2)c2ccccc2)cc1. The solvent is CO (methanol). Reactants: FC1=C(C=CC=C1)CCC=C1C(N(C(S1)=O)CCCCSC1=CC=CC=2N1C=CN2)=O (5-(3-(2-fluorophenyl)propylidene]-3-[4-(imidazo[1,2-a]pyridin-5-ylthio)butyl]thiazolidine-2,4-dione), Cl.C(C)(=O)OCC (hydrochloric acid ethyl acetate). Yields the product Cl.FC1=C(C=CC=C1)CCC=C1C(N(C(S1)=O)CCCCSC1=CC=CC=2N1C=CN2)=O (5-[3-(2-fluorophenyl)propylidene]-3-[4-(imidazo[1,2-a]pyridin-5-ylthio)butyl]thiazolidine-2,4-dione hydrochloride). Procedure: To a methanol solution of 1.11 g (2.5 mmol) of 5-(3-(2-fluorophenyl)propylidene]-3-[4-(imidazo[1,2-a]pyridin-5-ylthio)butyl]thiazolidine-2,4-dione, 1.0 ml of 4N hydrochloric acid-ethyl acetate was added, followed by stirring. After the solvent was distilled off, the residue was dissolved in methanol and recrystallized from ether to yield 0.94 g (76.8%, white crystal) of the desired product. As a reaction SMILES: [F:1][C:2]1[CH:7]=[CH:6][CH:5]=[CH:4][C:3]=1[CH2:8][CH2:9][CH:10]=[C:11]1[S:15][C:14](=[O:16])[N:13]([CH2:17][CH2:18][CH2:19][CH2:20][S:21][C:22]2[N:27]3[CH:28]=[CH:29][N:30]=[C:26]3[CH:25]=[CH:24][CH:23]=2)[C:12]1=[O:31].[ClH:32].C(OCC)(=O)C>CO>[ClH:32].[F:1][C:2]1[CH:7]=[CH:6][CH:5]=[CH:4][C:3]=1[CH2:8][CH2:9][CH:10]=[C:11]1[S:15][C:14](=[O:16])[N:13]([CH2:17][CH2:18][CH2:19][CH2:20][S:21][C:22]2[N:27]3[CH:28]=[CH:29][N:30]=[C:26]3[CH:25]=[CH:24][CH:23]=2)[C:12]1=[O:31] |f:1.2,4.5|. Starting materials: CC(O[Si](C)(C)C(C)(C)C)C1C(=O)N([Si](C)(C)C(C)(C)C)C1C1OCCCC1=O, C1CCOC1, C[Si](C)(C)Cl, CC(C)NC(C)C, [Cl-], [Li]CCCC, [NH4+]. Yields the product CC(O[Si](C)(C)C(C)(C)C)C1C(=O)N([Si](C)(C)C(C)(C)C)C1C1OCCC=C1O[Si](C)(C)C. As a reaction SMILES: [C:13]([CH3:14])([CH3:15])([CH3:16])[Si:17]([N:18]1[C:19](=[O:39])[CH:20]([CH:29]([CH3:30])[O:31][Si:32]([CH3:33])([CH3:34])[C:35]([CH3:36])([CH3:37])[CH3:38])[CH:21]1[CH:22]1[O:23][CH2:24][CH2:25][CH2:26][C:27]1=[O:28])([CH3:40])[CH3:41].[CH2:49]1[O:50][CH2:51][CH2:52][CH2:53]1.[CH3:42][Si:43]([Cl:44])([CH3:45])[CH3:46].[CH:1]([NH:2][CH:3]([CH3:4])[CH3:5])([CH3:6])[CH3:7].[Cl-:47].[Li:8][CH2:9][CH2:10][CH2:11][CH3:12].[NH4+:48]>>[C:13]([CH3:14])([CH3:15])([CH3:16])[Si:17]([N:18]1[C:19](=[O:39])[CH:20]([CH:29]([CH3:30])[O:31][Si:32]([CH3:33])([CH3:34])[C:35]([CH3:36])([CH3:37])[CH3:38])[CH:21]1[CH:22]1[O:23][CH2:24][CH2:25][CH:26]=[C:27]1[O:28][Si:43]([CH3:42])([CH3:45])[CH3:46])([CH3:40])[CH3:41]. The reactants are COC(CC=1C=C2CCN(C2=CC1)C(C)=O)=O ((1-acetyl-2,3-dihydro-1H-indol-5-yl)-acetic acid methyl ester). The solvent is Cl (hydrochloric acid). Run at time 1 hour. Product: COC(CC=1C=C2CCNC2=CC1)=O ((2,3-Dihydro-1H-indol-5-yl)-acetic acid methyl ester). Isolated yield 81.3%. As a reaction SMILES: [CH3:1][O:2][C:3](=[O:17])[CH2:4][C:5]1[CH:6]=[C:7]2[C:11](=[CH:12][CH:13]=1)[N:10](C(=O)C)[CH2:9][CH2:8]2>Cl>[CH3:1][O:2][C:3](=[O:17])[CH2:4][C:5]1[CH:6]=[C:7]2[C:11](=[CH:12][CH:13]=1)[NH:10][CH2:9][CH2:8]2. Reported procedure: A suspension of (1-acetyl-2,3-dihydro-1H-indol-5-yl)-acetic acid methyl ester (0.60 g) in 2M hydrochloric acid (15 ml) was heated under reflux for 5 h. The mixture was evaporated to dryness. The residue was dissolved in methanol (20 ml) and treated with concentrated sulphuric acid (5 drops). The solution was stirred at room temperature for one hour, then concentrated. The residue was partitioned between ethyl acetate and sodium carbonate solution. The organic phase was dried and evaporated and t... The reactants are CCCCCCCCCCCC(=O)OC(CCCCCCCCCCC)CC(=O)OC(C)(C)C, NCC(=O)NC(CO)C(=O)O. Yields the product CCCCCCCCCCCC(=O)OC(CCCCCCCCCCC)CC(=O)NCC(=O)NC(CO)C(=O)O. As a reaction SMILES: [C:1]([CH2:2][CH2:3][CH2:4][CH2:5][CH2:6][CH2:7][CH2:8][CH2:9][CH2:10][CH2:11][CH3:12])(=[O:13])[O:14][CH:15]([CH2:16][C:17]([O:19][C:18]([CH3:20])([CH3:21])[CH3:22])=[O:23])[CH2:24][CH2:25][CH2:26][CH2:27][CH2:28][CH2:29][CH2:30][CH2:31][CH2:32][CH2:33][CH3:34].[NH2:35][CH2:36][C:37](=[O:38])[NH:39][CH:40]([CH2:41][OH:42])[C:43](=[O:44])[OH:45]>>[C:1]([CH2:2][CH2:3][CH2:4][CH2:5][CH2:6][CH2:7][CH2:8][CH2:9][CH2:10][CH2:11][CH3:12])(=[O:13])[O:14][CH:15]([CH2:16][C:17](=[O:19])[NH:35][CH2:36][C:37](=[O:38])[NH:39][CH:40]([CH2:41][OH:42])[C:43](=[O:44])[OH:45])[CH2:24][CH2:25][CH2:26][CH2:27][CH2:28][CH2:29][CH2:30][CH2:31][CH2:32][CH2:33][CH3:34]. Reactants: O=C([O-])[O-], Cc1c(CCl)nc2ccccn12, [Cs+], [Cs+], CN(C)C=O, O, COc1ccc(C2=C(c3ccc(O)cc3)C(=O)C(C)(C)O2)cc1. Product: COc1ccc(C2=C(c3ccc(OCc4nc5ccccn5c4C)cc3)C(=O)C(C)(C)O2)cc1. As a reaction SMILES: [C:24](=[O:25])([O-:26])[O-:27].[Cl:35][CH2:36][c:37]1[n:38][c:39]2[n:40]([cH:41][cH:42][cH:43][cH:44]2)[c:45]1[CH3:46].[Cs+:28].[Cs+:29].[O:30]=[CH:31][N:32]([CH3:33])[CH3:34].[OH2:47].[OH:1][c:2]1[cH:3][cH:4][c:5]([C:8]2=[C:12]([c:13]3[cH:14][cH:15][c:16]([O:19][CH3:20])[cH:17][cH:18]3)[O:11][C:10]([CH3:21])([CH3:22])[C:9]2=[O:23])[cH:6][cH:7]1>>[O:1]([c:2]1[cH:3][cH:4][c:5]([C:8]2=[C:12]([c:13]3[cH:14][cH:15][c:16]([O:19][CH3:20])[cH:17][cH:18]3)[O:11][C:10]([CH3:21])([CH3:22])[C:9]2=[O:23])[cH:6][cH:7]1)[CH2:36][c:37]1[n:38][c:39]2[n:40]([cH:41][cH:42][cH:43][cH:44]2)[c:45]1[CH3:46]. Starting materials: CC#N, O=C1Nc2ccccc2N(C(=O)Cl)c2ncccc21, C1CCN(CCC2CCCNC2)CC1. Product: O=C1Nc2ccccc2N(C(=O)N2CCCC(CCN3CCCCC3)C2)c2ncccc21. RXN SMILES: [CH3:34][C:35]#[N:36].[Cl:1][C:2](=[O:3])[N:4]1[c:5]2[c:6]([cH:16][cH:17][cH:18][n:19]2)[C:7](=[O:15])[NH:8][c:9]2[c:10]1[cH:11][cH:12][cH:13][cH:14]2.[N:20]1([CH2:26][CH2:27][CH:28]2[CH2:29][NH:30][CH2:31][CH2:32][CH2:33]2)[CH2:21][CH2:22][CH2:23][CH2:24][CH2:25]1>>[C:2](=[O:3])([N:4]1[c:5]2[c:6]([cH:16][cH:17][cH:18][n:19]2)[C:7](=[O:15])[NH:8][c:9]2[c:10]1[cH:11][cH:12][cH:13][cH:14]2)[N:30]1[CH2:29][CH:28]([CH2:27][CH2:26][N:20]2[CH2:21][CH2:22][CH2:23][CH2:24][CH2:25]2)[CH2:33][CH2:32][CH2:31]1. Reactants: IC=1C=CC(=C(C1)O)OCCN1CCCC1 (5-iodo-2-(2-pyrrolidin-1-ylethoxy)phenol), ClC1=CC=C(C=C1)C=1C=CC(=NC1)C#C (5-(4-chlorophenyl)-2-ethynylpyridine). Product: ClC1=CC=C(C=C1)C=1C=CC(=NC1)C#CC=1C=CC(=C(C1)O)OCCN1CCCC1 (5-[5-(4-chlorophenyl)pyridin-2-ylethynyl]-2-(2-pyrrolidin-1-ylethoxy)phenol). Procedure: The product was obtained analogously to Example 7.1e starting from 5-iodo-2-(2-pyrrolidin-1-ylethoxy)phenol and 5-(4-chlorophenyl)-2-ethynylpyridine. Yield: 0.75 g (48% of theoretical); C25H23ClN2O2 (M=418.915); calc.: molpeak (M+H)+: 419/421 (Cl); found: molpeak (M+H)+: 419/421 (Cl); HPLC-MS: 7.33 minutes (method A). Reaction SMILES: I[C:2]1[CH:3]=[CH:4][C:5]([O:9][CH2:10][CH2:11][N:12]2[CH2:16][CH2:15][CH2:14][CH2:13]2)=[C:6]([OH:8])[CH:7]=1.[Cl:17][C:18]1[CH:23]=[CH:22][C:21]([C:24]2[CH:25]=[CH:26][C:27]([C:30]#[CH:31])=[N:28][CH:29]=2)=[CH:20][CH:19]=1>>[Cl:17][C:18]1[CH:19]=[CH:20][C:21]([C:24]2[CH:25]=[CH:26][C:27]([C:30]#[C:31][C:2]3[CH:3]=[CH:4][C:5]([O:9][CH2:10][CH2:11][N:12]4[CH2:16][CH2:15][CH2:14][CH2:13]4)=[C:6]([OH:8])[CH:7]=3)=[N:28][CH:29]=2)=[CH:22][CH:23]=1.